Dataset: the Open Reaction Database (ORD), a public repository of structured organic reaction records. Task: describe an organic reaction: reactants, conditions, products, and yield Starting materials: O=C1C=2C(=CNC2CCC1)C(=O)O (4-oxo-4,5,6,7-tetrahydro-1H-indole-3-carboxylic acid), NC1=CC=CC=C1 (aniline), Cl.CN(CCCN=C=NCC)C (1-(3-dimethylaminopropyl)-3-ethylcarbodiimide hydrochloride). The solvent is O1CCOCC1 (dioxane). Reaction conditions: time 17.5 hour. Yields the product C1(=CC=CC=C1)NC(=O)C1=CNC=2CCCC(C12)=O (N-phenyl-4-oxo-4,5,6,7-tetrahydro-1H-indole-3-carboxamide). Yield: 64.5%. RXN SMILES: [O:1]=[C:2]1[CH2:10][CH2:9][CH2:8][C:7]2[NH:6][CH:5]=[C:4]([C:11]([OH:13])=O)[C:3]1=2.[NH2:14][C:15]1[CH:20]=[CH:19][CH:18]=[CH:17][CH:16]=1.Cl.CN(C)CCCN=C=NCC>O1CCOCC1>[C:15]1([NH:14][C:11]([C:4]2[C:3]3[C:2](=[O:1])[CH2:10][CH2:9][CH2:8][C:7]=3[NH:6][CH:5]=2)=[O:13])[CH:20]=[CH:19][CH:18]=[CH:17][CH:16]=1 |f:2.3|. Reported procedure: A mixture of 4-oxo-4,5,6,7-tetrahydro-1H-indole-3-carboxylic acid (179 mg, 1 mmol), aniline (0.46 mL, 5 mmol), and 1-(3-dimethylaminopropyl)-3-ethylcarbodiimide hydrochloride (959 mg, 5 mmol) in 50% aqueous dioxane (10 mL) was allowed to stir at ambient temperature for 17.5 hours, then concentrated in vacuo. The residue was cooled in an ice water bath, aqueous 3.6 N hydrochloric acid was added, and the precipitate collected, rinsed with aqueous 3.6 N hydrochloric acid then water and dried. Recry... The reactants are N1(CCOCC1)C(=O)N1CC(CC(C1)C1=CC=C(C=C1)OC(F)(F)F)C(=O)O (1-(Morpholin-4-ylcarbonyl)-5-[4-(trifluoromethoxy)phenyl]piperidine-3-carboxylic acid), ON=C(N)C1=NC=CC=N1 (N′-hydroxypyrimidine-2-carboximidamide). Product: N1(CCOCC1)C(=O)N1CC(CC(C1)C1=CC=C(C=C1)OC(F)(F)F)C1=NC(=NO1)C1=NC=CC=N1 (Morpholin-4-yl{3-[3-(pyrimidin-2-yl)-1,2,4-oxadiazol-5-yl]-5-[4-(trifluoromethoxy)phenyl]-piperidin-1-yl}methanone). Reaction SMILES: [N:1]1([C:7]([N:9]2[CH2:14][CH:13]([C:15]3[CH:20]=[CH:19][C:18]([O:21][C:22]([F:25])([F:24])[F:23])=[CH:17][CH:16]=3)[CH2:12][CH:11]([C:26](O)=[O:27])[CH2:10]2)=[O:8])[CH2:6][CH2:5][O:4][CH2:3][CH2:2]1.O[N:30]=[C:31]([C:33]1[N:38]=[CH:37][CH:36]=[CH:35][N:34]=1)[NH2:32]>>[N:1]1([C:7]([N:9]2[CH2:14][CH:13]([C:15]3[CH:16]=[CH:17][C:18]([O:21][C:22]([F:25])([F:24])[F:23])=[CH:19][CH:20]=3)[CH2:12][CH:11]([C:26]3[O:27][N:32]=[C:31]([C:33]4[N:38]=[CH:37][CH:36]=[CH:35][N:34]=4)[N:30]=3)[CH2:10]2)=[O:8])[CH2:6][CH2:5][O:4][CH2:3][CH2:2]1. Procedure details: 150 mg (0.20 mmol) of 1-(morpholin-4-ylcarbonyl)-5-[4-(trifluoromethoxy)phenyl]piperidine-3-carboxylic acid (Example 44A) and 77 mg (0.56 mmol) of N′-hydroxypyrimidine-2-carboximidamide were reacted according to the General Method 2. Yield: 100 mg (51% of theory). Starting materials: C(C)C1=CC=C(C=C1)C1CC(CN(C1)C(=O)N1CCC(CC1)O)C(=O)O (5-(4-Ethylphenyl)-1-[(4-hydroxypiperidin-1-yl)carbonyl]piperidine-3-carboxylic acid), FC1=C(C=CC=C1)C(N)=NO (2-fluoro-N′-hydroxybenzene-carboximidamide). Yields the product C(C)C1=CC=C(C=C1)C1CN(CC(C1)C1=NC(=NO1)C1=C(C=CC=C1)F)C(=O)N1CCC(CC1)O ({3-(4-Ethylphenyl)-5-[3-(2-fluorophenyl)-1,2,4-oxadiazol-5-yl]piperidin-1-yl}(4-hydroxypiperidin-1-yl)methanone). As a reaction SMILES: [CH2:1]([C:3]1[CH:8]=[CH:7][C:6]([CH:9]2[CH2:14][N:13]([C:15]([N:17]3[CH2:22][CH2:21][CH:20]([OH:23])[CH2:19][CH2:18]3)=[O:16])[CH2:12][CH:11]([C:24](O)=O)[CH2:10]2)=[CH:5][CH:4]=1)[CH3:2].[F:27][C:28]1[CH:33]=[CH:32][CH:31]=[CH:30][C:29]=1[C:34](=[N:36][OH:37])[NH2:35]>>[CH2:1]([C:3]1[CH:8]=[CH:7][C:6]([CH:9]2[CH2:10][CH:11]([C:24]3[O:37][N:36]=[C:34]([C:29]4[CH:30]=[CH:31][CH:32]=[CH:33][C:28]=4[F:27])[N:35]=3)[CH2:12][N:13]([C:15]([N:17]3[CH2:18][CH2:19][CH:20]([OH:23])[CH2:21][CH2:22]3)=[O:16])[CH2:14]2)=[CH:5][CH:4]=1)[CH3:2]. Procedure: 80 mg (0.22 mmol) of 5-(4-ethylphenyl)-1-[(4-hydroxypiperidin-1-yl)carbonyl]piperidine -3-carboxylic acid (Example 59A) and 51 mg (0.33 mmol) of 2-fluoro-N′-hydroxybenzene-carboximidamide were reacted according to the General Method 2. Yield: 71 mg (67% of theory) The reactants are [Br-], CC(C)(C)[Si](C)(C)OCCBr, CCCC[N+](CCCC)(CCCC)CCCC, [K+], CC(C)(C)OC(=O)N1CCNC(=O)C1, C1CCOC1, [OH-]. Yields the product CC(C)(C)OC(=O)N1CCN(CCO[Si](C)(C)C(C)(C)C)C(=O)C1. RXN SMILES: [Br-:33].[Br:1][CH2:2][CH2:3][O:4][Si:5]([CH3:6])([CH3:7])[C:8]([CH3:9])([CH3:10])[CH3:11].[CH3:34][CH2:35][CH2:36][CH2:37][N+:38]([CH2:39][CH2:40][CH2:41][CH3:42])([CH2:43][CH2:44][CH2:45][CH3:46])[CH2:47][CH2:48][CH2:49][CH3:50].[K+:27].[O:12]=[C:13]1[CH2:14][N:15]([C:19](=[O:20])[O:21][C:22]([CH3:23])([CH3:24])[CH3:25])[CH2:16][CH2:17][NH:18]1.[O:28]1[CH2:29][CH2:30][CH2:31][CH2:32]1.[OH-:26]>>[CH2:2]([CH2:3][O:4][Si:5]([CH3:6])([CH3:7])[C:8]([CH3:9])([CH3:10])[CH3:11])[N:18]1[C:13](=[O:12])[CH2:14][N:15]([C:19](=[O:20])[O:21][C:22]([CH3:23])([CH3:24])[CH3:25])[CH2:16][CH2:17]1. Starting materials: C1(C=2C(C(N1C1[C@@H]3N(C(C(CS3=O)=C)C(=O)OC)C1=O)=O)=CC=CC2)=O (Methyl 7-Phthalimido-3-methylenecepham-4-carboxylate-1-oxide), CN(C=O)C (N,N-dimethylformamide), P(Cl)(Cl)Cl (phosphorous trichloride), O (water). The solvent is C(C)(=O)OCC (ethyl acetate). Product: C1(C=2C(C(N1C1[C@@H]3N(C(C(CS3)=C)C(=O)OC)C1=O)=O)=CC=CC2)=O (Methyl 7-Phthalimido-3-methylenecepham-4-carboxylate). Reaction SMILES: [C:1]1(=[O:26])[N:5]([CH:6]2[C:19](=[O:20])[N:8]3[CH:9]([C:15]([O:17][CH3:18])=[O:16])[C:10](=[CH2:14])[CH2:11][S:12](=O)[C@H:7]23)[C:4](=[O:21])[C:3]2=[CH:22][CH:23]=[CH:24][CH:25]=[C:2]12.CN(C)C=O.P(Cl)(Cl)Cl.O>C(OCC)(=O)C>[C:4]1(=[O:21])[N:5]([CH:6]2[C:19](=[O:20])[N:8]3[CH:9]([C:15]([O:17][CH3:18])=[O:16])[C:10](=[CH2:14])[CH2:11][S:12][C@H:7]23)[C:1](=[O:26])[C:2]2=[CH:25][CH:24]=[CH:23][CH:22]=[C:3]12. Reported procedure: About one-half of the crude product from Example 14 was dissolved in 25 ml. of cold N,N-dimethylformamide. The solution was treated with 345 mg. (2.5 mmol.) of phosphorous trichloride, and the mixture was stirred in an ice bath for 30 minutes. The resulting reaction mixture then was poured into a mixture of water and ethyl acetate. The ethyl acetate solution was separated, washed with 5 percent hydrochloric acid and water, dried over magnesium sulfate and evaporated to dryness in vacuo. The nmr ... Starting materials: CN1N=CC=C1B(O)O ((1-methyl-1H-pyrazol-5-yl)boronic acid), BrC1=CC=C(C=C1)C (1-bromo-4-methylbenzene). Reagents/catalysts: Cl[Pd]([P](C1=CC=CC=C1)(C2=CC=CC=C2)C3=CC=CC=C3)([P](C4=CC=CC=C4)(C5=CC=CC=C5)C6=CC=CC=C6)Cl (Dichlorobis(triphenylphosphine)palladium(II)). Run in COCCOC (1,2-dimethoxyethane), C([O-])([O-])=O.[Na+].[Na+] (sodium carbonate). Conditions: time 3 hour. Yields the product CC1=CC=C(C=C1)C1=CC=NN1C (5-(4-methylphenyl)-1-methyl-1H-pyrazole). Reaction SMILES: [CH3:1][N:2]1[C:6](B(O)O)=[CH:5][CH:4]=[N:3]1.Br[C:11]1[CH:16]=[CH:15][C:14]([CH3:17])=[CH:13][CH:12]=1>COCCOC.C(=O)([O-])[O-].[Na+].[Na+].Cl[Pd](Cl)([P](C1C=CC=CC=1)(C1C=CC=CC=1)C1C=CC=CC=1)[P](C1C=CC=CC=1)(C1C=CC=CC=1)C1C=CC=CC=1>[CH3:17][C:14]1[CH:15]=[CH:16][C:11]([C:6]2[N:2]([CH3:1])[N:3]=[CH:4][CH:5]=2)=[CH:12][CH:13]=1 |f:3.4.5,^1:32,51|. Procedure details: A mixture of (1-methyl-1H-pyrazol-5-yl)boronic acid (C1) (60.0 g, 0.476 mol) and 1-bromo-4-methylbenzene (75.0 g, 0.438 mol) in a mixture of 1,2-dimethoxyethane (1.2 L) and 2 M aqueous sodium carbonate solution (550 mL) was degassed and purged with N2; this procedure was then repeated twice. Dichlorobis(triphenylphosphine)palladium(II) (3.1 g, 4.4 mmol) was added and the mixture was purged twice with N2. The reaction mixture was heated to reflux and stirred under N2 for 3 hours. The mixture was ... Reactants: C(CC)[C@@H]1CC[C@H](CC1)C=C[C@@H]1CC[C@H](CC1)C(F)(F)F (1-(trans-4-propylcyclohexyl)-2-(trans-4-trifluoromethylcyclohexyl)ethene). The reagents and catalysts are [Pd] (palladium). The solvent is CO (methanol). Run at time 2 hour. Product: C(CC)[C@@H]1CC[C@H](CC1)CC[C@@H]1CC[C@H](CC1)C(F)(F)F (1-(trans-4-Propylcyclohexyl)-2-(trans-4-trifluoromethylcyclohexyl)ethane). As a reaction SMILES: [CH2:1]([C@H:4]1[CH2:9][CH2:8][C@H:7]([CH:10]=[CH:11][C@H:12]2[CH2:17][CH2:16][C@H:15]([C:18]([F:21])([F:20])[F:19])[CH2:14][CH2:13]2)[CH2:6][CH2:5]1)[CH2:2][CH3:3]>[Pd].CO>[CH2:1]([C@H:4]1[CH2:5][CH2:6][C@H:7]([CH2:10][CH2:11][C@H:12]2[CH2:13][CH2:14][C@H:15]([C:18]([F:19])([F:20])[F:21])[CH2:16][CH2:17]2)[CH2:8][CH2:9]1)[CH2:2][CH3:3]. Reported procedure: A mixture of 0.1 mol of 1-(trans-4-propylcyclohexyl)-2-(trans-4-trifluoromethylcyclohexyl)ethene, 200 ml of methanol and 5 g of palladium/activated charcoal (15%) is hydrogenated for 2 hours under a pressure of 2 bar and at a temperature of 50° C. Customary work-up gives the product as a colourless solid. Starting materials: CC1=C(C=CC=C1)C(C)=O (2′-Methylacetophenone), BrBr (bromine). The solvent is C(Cl)(Cl)Cl (chloroform), C(C)OCC (diethyl ether), C(Cl)(Cl)Cl (chloroform). Reaction conditions: temperature 25 celsius, time 30 minute. Yields the product BrCC(=O)C1=C(C=CC=C1)C (2-bromo-1-(2-methylphenyl)ethanone). The yield is 100.3%. Reaction SMILES: [CH3:1][C:2]1[CH:7]=[CH:6][CH:5]=[CH:4][C:3]=1[C:8](=[O:10])[CH3:9].[Br:11]Br>C(Cl)(Cl)Cl.C(OCC)C>[Br:11][CH2:9][C:8]([C:3]1[CH:4]=[CH:5][CH:6]=[CH:7][C:2]=1[CH3:1])=[O:10]. Reported procedure: 2′-Methylacetophenone (16.0 g) was dissolved in chloroform (50 mL) and diethyl ether (50 mL), and a solution of bromine (16.0 g) in chloroform (15 mL) was added dropwise while maintaining the reaction temperature at not higher than 25° C. After completion of the dropwise addition, the reaction mixture was stirred at room temperature for 30 min, and extracted with ethyl acetate. The extract was washed with water, dried over anhydrous magnesium sulfate, and the solvent was evaporated under reduced...